Dataset: the Open Reaction Database (ORD), a public repository of structured organic reaction records. Task: describe an organic reaction: reactants, conditions, products, and yield Reactants: [H-].[Al+3].[Li+].[H-].[H-].[H-] (lithium aluminum hydride), C(C)OC(CC(C(=O)OCC)C(=O)OCC)OCC (diethyl 2,2-diethoxyethylmalonate), [OH-].[Na+] (sodium hydroxide), O (water), O (water). The solvent is O1CCCC1 (tetrahydrofuran), O1CCCC1 (tetrahydrofuran), O1CCCC1 (tetrahydrofuran). Run at time 3 hour. Yields the product C(C)OC(CC(CO)CO)OCC (3-hydroxymethyl-4-hydroxybutanal diethyl acetal). Yield: 71.9%. RXN SMILES: [H-].[Al+3].[Li+].[H-].[H-].[H-].[CH2:7]([O:9][CH:10]([O:23][CH2:24][CH3:25])[CH2:11][CH:12]([C:18](OCC)=[O:19])[C:13](OCC)=[O:14])[CH3:8].O.[OH-].[Na+]>O1CCCC1>[CH2:24]([O:23][CH:10]([O:9][CH2:7][CH3:8])[CH2:11][CH:12]([CH2:13][OH:14])[CH2:18][OH:19])[CH3:25] |f:0.1.2.3.4.5,8.9|. Reported procedure: To a cooled suspension (0° C.) of lithium aluminum hydride (4.9 g, 0.129 mol) in anhydrous tetrahydrofuran (80 mL), was added a solution of diethyl 2,2-diethoxyethylmalonate (17.6 g, 63.7 mmol) in anhydrous tetrahydrofuran (60 mL), and the mixture was stirred 3 h at room temperature. Then, the reaction mixture was immersed in an ice bath and a mixture of water (4.6 mL) and tetrahydrofuran (9.2 mL) was added dropwise followed by a solution of 15% sodium hydroxide (4.6 mL) and water (12.5 mL). Aft... Starting materials: CCO, [Na+], [OH-], O=S(=O)(c1ccccc1)n1cc(-c2ccccc2)c2cc(-c3ccccc3Oc3ccccc3)cnc21. Yields the product c1ccc(Oc2ccccc2-c2cnc3[nH]cc(-c4ccccc4)c3c2)cc1. As a reaction SMILES: [CH3:40][CH2:41][OH:42].[Na+:39].[OH-:38].[c:1]1([S:2](=[O:3])(=[O:4])[n:10]2[cH:11][c:12](-[c:32]3[cH:33][cH:34][cH:35][cH:36][cH:37]3)[c:13]3[c:14]2[n:15][cH:16][c:17](-[c:19]2[c:20]([O:25][c:26]4[cH:27][cH:28][cH:29][cH:30][cH:31]4)[cH:21][cH:22][cH:23][cH:24]2)[cH:18]3)[cH:5][cH:6][cH:7][cH:8][cH:9]1>>[nH:10]1[cH:11][c:12](-[c:32]2[cH:33][cH:34][cH:35][cH:36][cH:37]2)[c:13]2[c:14]1[n:15][cH:16][c:17](-[c:19]1[c:20]([O:25][c:26]3[cH:27][cH:28][cH:29][cH:30][cH:31]3)[cH:21][cH:22][cH:23][cH:24]1)[cH:18]2. Reactants: ClC1=C(C=C(C=C1)OC)CC(=O)C=1C=CC2=C(N(C(CO2)=O)C)C1 (6-[2-(2-chloro-5-methoxy-phenyl)-acetyl]-4-methyl-4H-benzo[1,4]oxazin-3-one), [H-].[Na+] (sodium hydride), CI (methyl iodide). The solvent is O1CCCC1 (tetrahydrofuran), O1CCCC1 (tetrahydrofuran). Conditions: time 3.5 hour. The product is ClC1=C(C=C(C=C1)OC)C(C(=O)C=1C=CC2=C(N(C(CO2)=O)C)C1)C (6-[2-(2-Chloro-5-methoxy-phenyl)-propionyl]-4-methyl-4H-benzo[1,4]oxazin-3-one). Yield: 66.7%. Reaction SMILES: [Cl:1][C:2]1[CH:7]=[CH:6][C:5]([O:8][CH3:9])=[CH:4][C:3]=1[CH2:10][C:11]([C:13]1[CH:14]=[CH:15][C:16]2[O:21][CH2:20][C:19](=[O:22])[N:18]([CH3:23])[C:17]=2[CH:24]=1)=[O:12].[H-].[Na+].[CH3:27]I>O1CCCC1>[Cl:1][C:2]1[CH:7]=[CH:6][C:5]([O:8][CH3:9])=[CH:4][C:3]=1[CH:10]([CH3:27])[C:11]([C:13]1[CH:14]=[CH:15][C:16]2[O:21][CH2:20][C:19](=[O:22])[N:18]([CH3:23])[C:17]=2[CH:24]=1)=[O:12] |f:1.2|. Procedure: To a solution of 6-[2-(2-chloro-5-methoxy-phenyl)-acetyl]-4-methyl-4H-benzo[1,4]oxazin-3-one (1.57 g) in tetrahydrofuran (50 ml) was added sodium hydride (55% dispersion in mineral oil, 208 mg). The mixture was stirred at room temperature for 3.5 h and then placed in an ice bath. A solution of methyl iodide (0.677 g) in tetrahydrofuran (1 ml) was added dropwise. The ice bath was removed and the mixture was stirred at room temperature for 1.5 h. The solvent was evaporated and the residue was diss...